From a dataset of the Open Reaction Database (ORD), a public repository of structured organic reaction records. describe an organic reaction: reactants, conditions, products, and yield The reactants are N12C(CC(CC1)CC2)C(=O)O (1-azabicyclo[2.2.2]octane-2-carboxylic acid), S(=O)(Cl)Cl (thionyl chloride), CN(C=O)C (N,N-dimethylformamide). Reaction conditions: time 15 hour. Product: C(C)N(C(C)C)C(C)C (N-ethyl-N-(1-methylethyl)propan-2-amine). Reaction SMILES: [N:1]12[CH2:8][CH2:7]C([CH2:5][CH2:6]1)[CH2:3][CH:2]2[C:9](O)=O.S(Cl)(Cl)=O.[CH3:16]N(C)C=O>>[CH2:8]([N:1]([CH:2]([CH3:3])[CH3:9])[CH:6]([CH3:5])[CH3:16])[CH3:7]. Procedure details: A mixture of 1-azabicyclo[2.2.2]octane-2-carboxylic acid (488 mg), thionyl chloride (5 mL) and N,N-dimethylformamide (23 mg) was stirred at room temperature for 15 hr. The reaction mixture was concentrated under reduced pressure, and the residue was dissolved in tetrahydrofuran (5 mL). A mixture of methyl 3-amino-5-[1-(4-methoxybenzyl)-3-methyl-1H-pyrazol-4-yl]thiophene-2-carboxylate and methyl 3-amino-5-[1-(4-methoxybenzyl)-5-methyl-1H-pyrazol-4-yl]thiophene-2-carboxylate (750 mg) produced abov...